From a dataset of the Open Reaction Database (ORD), a public repository of structured organic reaction records. describe an organic reaction: reactants, conditions, products, and yield Reactants: C(=O)(O)C(C)OC1=NN(C=N1)C1=C(C=C(C=C1)Cl)Cl (3-(1-carboxyethoxy)-1-(2,4-dichlorophenyl)-1,2,4-1H-triazole), S(=O)(Cl)Cl (thionyl chloride), C1(=CC=CC=C1)C (toluene). Yields the product ClC1=C(C=CC(=C1)Cl)N1N=C(N=C1)OC(C)C(=O)OC(C)C (1-(2,4-dichlorophenyl)-3-(1-isopropoxycarbonylethoxy)-1,2,4-1H-triazole). Reaction SMILES: [C:1]([CH:4]([O:6][C:7]1[N:11]=[CH:10][N:9]([C:12]2[CH:17]=[CH:16][C:15]([Cl:18])=[CH:14][C:13]=2[Cl:19])[N:8]=1)[CH3:5])([OH:3])=[O:2].S(Cl)(Cl)=O.[C:24]1(C)[CH:29]=CC=C[CH:25]=1>>[Cl:19][C:13]1[CH:14]=[C:15]([Cl:18])[CH:16]=[CH:17][C:12]=1[N:9]1[CH:10]=[N:11][C:7]([O:6][CH:4]([C:1]([O:3][CH:24]([CH3:29])[CH3:25])=[O:2])[CH3:5])=[N:8]1. Reported procedure: Three g of the compound of Example 23 was added to 50 ml of toluene, and 5 ml of thionyl chloride was then added. The mixture was heated under reflux for 2 hours, and was then cooled and evaporated under vacuum. Fifty ml of additional toluene was added and removed under vacuum, and then 50 ml of isopropanol was added to the residue. The mixture was heated under reflux for 2 hours, and was then cooled and evaporated under vacuum. The residue was recrystallized from isopropanol to obtain 2.6 g of ... Starting materials: O[C@H]1CC2CC([C@H]3[C@@H]4CC[C@H]([C@@H](CCC(=O)O)C)[C@]4(CC[C@@H]3[C@]2(CC1)C)C)=O (3α-hydroxy-7-keto-cholanic acid), O1CCCC1 (tetrahydrofuran), [Li] (lithium), liquid, N (ammonia). Run in CO (methanol), CO (methanol). Run at temperature -32 celsius, time 52.5 minute. Yields the product O[C@H]1CC2C[C@@H]([C@H]3[C@@H]4CC[C@H]([C@@H](CCC(=O)O)C)[C@]4(CC[C@@H]3[C@]2(CC1)C)C)O (3α,7β-dihydroxy-cholanic acid). The yield is 103.5%. RXN SMILES: [OH:1][C@@H:2]1[CH2:25][CH2:24][C@@:23]2([CH3:26])[CH:4]([CH2:5][C:6](=[O:28])[C@@H:7]3[C@@H:22]2[CH2:21][CH2:20][C@@:19]2([CH3:27])[C@H:8]3[CH2:9][CH2:10][C@@H:11]2[C@H:12]([CH3:18])[CH2:13][CH2:14][C:15]([OH:17])=[O:16])[CH2:3]1.O1CCCC1.N.[Li]>CO>[OH:1][C@@H:2]1[CH2:25][CH2:24][C@@:23]2([CH3:26])[CH:4]([CH2:5][C@H:6]([OH:28])[C@@H:7]3[C@@H:22]2[CH2:21][CH2:20][C@@:19]2([CH3:27])[C@H:8]3[CH2:9][CH2:10][C@@H:11]2[C@H:12]([CH3:18])[CH2:13][CH2:14][C:15]([OH:17])=[O:16])[CH2:3]1 |^1:34|. Procedure details: A mixture of 100 g of 3α-hydroxy-7-keto-cholanic acid, 1000 ml of tetrahydrofuran and 30 ml of methanol was stirred until dissolution occured and the solution was cooled to -32° C. Then, 1000 ml of liquid ammonia were added thereto all at once and then 10 g of lithium in small particles were added thereto at -32° C. over 45 to 60 minutes. 100 ml of methanol were added to the mixture over 15 minutes and the ammonia was evaporated by placing the mixture in a water bath at 30° C. for one hour. 400 ... Reactants: NC1=C(C(=O)OCCCCC)C=C(C=C1C)Br (pentyl 2-amino-5-bromo-3-methylbenzoate), [Cu](C#N)C#N (copper cyanide). Run in CN(C(C)=O)C (N,N-dimethylacetamide). Product: NC1=C(C(=O)OCCCCC)C=C(C=C1C)C#N (pentyl 2-amino-5-cyano-3-methylbenzoate). Yield: 95.2%. RXN SMILES: [NH2:1][C:2]1[C:15]([CH3:16])=[CH:14][C:13](Br)=[CH:12][C:3]=1[C:4]([O:6][CH2:7][CH2:8][CH2:9][CH2:10][CH3:11])=[O:5].[Cu](C#N)[C:19]#[N:20]>CN(C)C(=O)C>[NH2:1][C:2]1[C:15]([CH3:16])=[CH:14][C:13]([C:19]#[N:20])=[CH:12][C:3]=1[C:4]([O:6][CH2:7][CH2:8][CH2:9][CH2:10][CH3:11])=[O:5]. Reported procedure: The above-described method (Example 2) was repeated to react pentyl 2-amino-5-bromo-3-methylbenzoate (2.3 g, 7.59 mmol) with copper cyanide (0.69 g, 7.74 mmol) in N,N-dimethylacetamide at 170° C. for 6 hours. Following working up similar to Example 2 and additional extraction with ethyl acetate and washing with aqueous 5% ethylenediamine solution, pentyl 2-amino-5-cyano-3-methylbenzoate (1.78 g, 89.2% of theory, 93.6 area % LC) was obtained as a brown oil. The reactants are COC1=CC=C(C=N1)NC1=NN=C(C2=CC=CC=C12)C1=CC=CC=C1 (N-(6-methoxypyridin-3-yl)-4-phenylphthalazin-1-amine), Br (hydrobromic acid), C(C)(=O)O (acetic acid), [OH-].[Na+] (NaOH). Reaction conditions: temperature 130 celsius, time 2 hour. Yields the product C1(=CC=CC=C1)C1=NN=C(C2=CC=CC=C12)NC=1C=CC(=NC1)O (5-(4-phenylphthalazin-1-ylamino)pyridin-2-ol). Reaction SMILES: C[O:2][C:3]1[N:8]=[CH:7][C:6]([NH:9][C:10]2[C:19]3[C:14](=[CH:15][CH:16]=[CH:17][CH:18]=3)[C:13]([C:20]3[CH:25]=[CH:24][CH:23]=[CH:22][CH:21]=3)=[N:12][N:11]=2)=[CH:5][CH:4]=1.Br.C(O)(=O)C.[OH-].[Na+]>>[C:20]1([C:13]2[C:14]3[C:19](=[CH:18][CH:17]=[CH:16][CH:15]=3)[C:10]([NH:9][C:6]3[CH:5]=[CH:4][C:3]([OH:2])=[N:8][CH:7]=3)=[N:11][N:12]=2)[CH:25]=[CH:24][CH:23]=[CH:22][CH:21]=1 |f:3.4|. Reported procedure: A RBF was charged with 6-methoxypyridin-3-amine (155 mg, 1.25 mmol), 1-chloro-4-phenylphthalazine (300 mg, 1.25 mmol), and 2-butanol (4 mL). The vessel was sealed and the mixture was stirred overnight at 90° C. LC/MS shows completion of reaction. Reaction cooled to RT and purified by silica gel chromatography (1-5% MeOH/DCM) to afford N-(6-methoxypyridin-3-yl)-4-phenylphthalazin-1-amine as tan solid. MS [M+H]=329.1. Calc'd for C20H6N4O: 328.4. Step 2: In a 25 RBF was added N-(6-methoxypyridin-3-...